From a dataset of the Open Reaction Database (ORD), a public repository of structured organic reaction records. describe an organic reaction: reactants, conditions, products, and yield Starting materials: Cl, Cl[Cu], O=N[O-], Nc1ccc2c(c1)C1CC2CN(C(=O)C(F)(F)F)C1, [Na+], O. The product is O=C(N1CC2CC(C1)c1cc(Cl)ccc12)C(F)(F)F. RXN SMILES: [ClH:24].[Cu:26][Cl:27].[N:20]([O-:21])=[O:22].[NH2:1][c:2]1[cH:3][c:4]2[c:10]([cH:11][cH:12]1)[CH:9]1[CH2:8][N:7]([C:14]([C:15]([F:16])([F:17])[F:18])=[O:19])[CH2:6][CH:5]2[CH2:13]1.[Na+:23].[OH2:25]>>[c:2]1([Cl:24])[cH:3][c:4]2[c:10]([cH:11][cH:12]1)[CH:9]1[CH2:8][N:7]([C:14]([C:15]([F:16])([F:17])[F:18])=[O:19])[CH2:6][CH:5]2[CH2:13]1. Reactants: ONC(C1=CC=C(C=C1)OCCNC(=O)C=1OC2=C(C1N(C)C)C=CC=C2)=O (N-hydroxy-4-[2-(3-dimethylaminobenzofuran-2-ylcarbonylamino)ethoxy]-benzamide), Cl (HCl), O (Water). Solvent: CC(C)O (2-propanol). Yields the product Cl.ONC(C1=CC=C(C=C1)OCCNC(=O)C=1OC2=C(C1N(C)C)C=CC=C2)=O (N-hydroxy-4-[2-(3-dimethylaminobenzofuran-2-ylcarbonylamino)-ethoxy]-benzamide hydrochloride). Yield: 91.9%. As a reaction SMILES: [OH:1][NH:2][C:3](=[O:28])[C:4]1[CH:9]=[CH:8][C:7]([O:10][CH2:11][CH2:12][NH:13][C:14]([C:16]2[O:17][C:18]3[CH:27]=[CH:26][CH:25]=[CH:24][C:19]=3[C:20]=2[N:21]([CH3:23])[CH3:22])=[O:15])=[CH:6][CH:5]=1.[ClH:29].O>CC(O)C>[ClH:29].[OH:1][NH:2][C:3](=[O:28])[C:4]1[CH:9]=[CH:8][C:7]([O:10][CH2:11][CH2:12][NH:13][C:14]([C:16]2[O:17][C:18]3[CH:27]=[CH:26][CH:25]=[CH:24][C:19]=3[C:20]=2[N:21]([CH3:23])[CH3:22])=[O:15])=[CH:6][CH:5]=1 |f:4.5|. Reported procedure: N-hydroxy-4-[2-(3-dimethylaminobenzofuran-2-ylcarbonylamino)ethoxy]-benzamide (22.7 g, 0.057 mol) was suspended in 2-propanol (220 ml). 12 M HCl (5.2 ml, 0.063 mol) was added in one portion and the resulting mixture was heated to reflux. Water (44 ml) was added dropwise until a homogenous solution was obtained. The reaction mixture was allowed to cool and crystallize overnight. After cooling below 5° C. for one h, the crystals were filtered and washed with 2-propanol before being dried in vacuo ... Reaction SMILES: [C:1]([O:5][C:6]([NH:8][C:9]1[CH:14]=[C:13]([N:15]2[CH2:20][CH2:19][O:18][CH2:17][CH2:16]2)[CH:12]=[C:11]([CH2:21][CH2:22][C:23]2[S:24][C:25]([CH2:29][CH3:30])=[C:26]([CH3:28])[N:27]=2)[N:10]=1)=[O:7])([CH3:4])([CH3:3])[CH3:2].[H-].[Na+].[Cl:33][C:34]1[CH:35]=[C:36]([CH:41]=[C:42]([CH2:44]Cl)[CH:43]=1)[C:37]([O:39][CH3:40])=[O:38]>CN(C)C=O.C(OCC)(=O)C>[C:1]([O:5][C:6]([N:8]([C:9]1[CH:14]=[C:13]([N:15]2[CH2:16][CH2:17][O:18][CH2:19][CH2:20]2)[CH:12]=[C:11]([CH2:21][CH2:22][C:23]2[S:24][C:25]([CH2:29][CH3:30])=[C:26]([CH3:28])[N:27]=2)[N:10]=1)[CH2:44][C:42]1[CH:41]=[C:36]([C:37]([O:39][CH3:40])=[O:38])[CH:35]=[C:34]([Cl:33])[CH:43]=1)=[O:7])([CH3:4])([CH3:3])[CH3:2] |f:1.2|. Solvent: CN(C=O)C (dimethylformamide), C(C)(=O)OCC (ethyl acetate), CN(C=O)C (dimethylformamide). Procedure details: 2-tert-butoxycarbonylamino-6-[2-(5-ethyl-4-methyl-1,3-thiazol-2-yl)ethyl]-4-morpholinopyridine (500 mg) obtained in Example 109-(1) was dissolved in dimethylformamide (12 ml), and 60% sodium hydride (58 mg) was added under cooling with ice, followed by stirring at room temperature for one hour. The reaction solution was cooled with ice, and a solution of methyl 3-chloro-5-chloromethylbenzoate (438 mg) in dimethylformamide (5 ml), was added thereto, followed by stirring at room temperature for 13... The product is C(C)(C)(C)OC(=O)N(CC1=CC(=CC(=C1)C(=O)OC)Cl)C1=NC(=CC(=C1)N1CCOCC1)CCC=1SC(=C(N1)C)CC (2-[N-tert-butoxycarbonyl-N-(3-chloro-5-methoxycarbonylbenzyl)amino]-6-[2-(5-ethyl-4-methyl-1,3-thiazol-2-yl)ethyl]-4-morpholinopyridine). Reactants: ClC=1C=C(C(=O)OC)C=C(C1)CCl (methyl 3-chloro-5-chloromethylbenzoate), C(C)(C)(C)OC(=O)NC1=NC(=CC(=C1)N1CCOCC1)CCC=1SC(=C(N1)C)CC (2-tert-butoxycarbonylamino-6-[2-(5-ethyl-4-methyl-1,3-thiazol-2-yl)ethyl]-4-morpholinopyridine), [H-].[Na+] (sodium hydride), compound. Conditions: time 1 hour. Yields the product BrC=1SC(=CC1C(=O)OCC)Br (ethyl 2,5-dibromothiophene-3-carboxylate). Starting materials: BrC=1SC(=CC1C(=O)O)Br (2,5-dibromothiophene-3-carboxylic acid), C(C)O (ethanol), S(=O)(Cl)Cl (thionyl chloride). Isolated yield 92.0%. As a reaction SMILES: [Br:1][C:2]1[S:3][C:4]([Br:10])=[CH:5][C:6]=1[C:7]([OH:9])=[O:8].S(Cl)(Cl)=O.[CH2:15](O)[CH3:16]>>[Br:1][C:2]1[S:3][C:4]([Br:10])=[CH:5][C:6]=1[C:7]([O:9][CH2:15][CH3:16])=[O:8]. Run at time 8 hour. Procedure: To a solution of 2,5-dibromothiophene-3-carboxylic acid (33.5 g) synthesized above in ethanol (300 mL) was added dropwise thionyl chloride (4.23 mL), and the mixture was stirred at room temperature overnight and then stirred with heating under reflux for 3 hr. The reaction mixture was concentrated under reduced pressure, saturated aqueous sodium hydrogen carbonate solution was added to the residue, and the mixture was extracted with ethyl acetate. The extract was washed with brine, dried over ma... Reactants: C(C)(C)(C)OC(=O)N(C1CN(CC1)CCN([C@H]1COC2=C(C=3N(C1)C=1C=C(C=CC1C3C3CCCCC3)C(=O)OC)C=CC=C2)C)C (Methyl (7R)-7-[(2-{3-[(tert-butoxycarbonyl)(methyl)amino]pyrrolidin-1-yl}ethyl)(methyl)amino]-14-cyclohexyl-7,8-dihydro-6H-indolo[1,2-e][1,5]benzoxazocine-11-carboxylate), C(=O)(C(F)(F)F)O (TFA). The solvent is C(Cl)Cl (DCM). Run at time 2 hour. Product: C1(CCCCC1)C=1C=2C=CC(=CC2N2C[C@H](COC3=C(C21)C=CC=C3)N(CCN3CC(CC3)NC)C)C(=O)OC (methyl (7R)-14-cyclohexyl-7-(methyl{2-[3-(methylamino)pyrrolidin-1-yl]ethyl}amino)-7,8-dihydro-6H-indolo[1,2-e][1,5]benzoxazocine-11-carboxylate). Reaction SMILES: C(O[C:6]([N:8](C)[CH:9]1[CH2:13][CH2:12][N:11]([CH2:14][CH2:15][N:16]([CH3:46])[C@@H:17]2[CH2:24][N:23]3[C:25]4[CH:26]=[C:27]([C:38]([O:40][CH3:41])=[O:39])[CH:28]=[CH:29][C:30]=4[C:31]([CH:32]4[CH2:37][CH2:36][CH2:35][CH2:34][CH2:33]4)=[C:22]3[C:21]3[CH:42]=[CH:43][CH:44]=[CH:45][C:20]=3[O:19][CH2:18]2)[CH2:10]1)=O)(C)(C)C.C(O)(C(F)(F)F)=O>C(Cl)Cl>[CH:32]1([C:31]2[C:30]3[CH:29]=[CH:28][C:27]([C:38]([O:40][CH3:41])=[O:39])=[CH:26][C:25]=3[N:23]3[C:22]=2[C:21]2[CH:42]=[CH:43][CH:44]=[CH:45][C:20]=2[O:19][CH2:18][C@H:17]([N:16]([CH3:46])[CH2:15][CH2:14][N:11]2[CH2:12][CH2:13][CH:9]([NH:8][CH3:6])[CH2:10]2)[CH2:24]3)[CH2:37][CH2:36][CH2:35][CH2:34][CH2:33]1. Procedure details: Methyl (7R)-7-[(2-{3-[(tert-butoxycarbonyl)(methyl)amino]pyrrolidin-1-yl}ethyl)(methyl)amino]-14-cyclohexyl-7,8-dihydro-6H-indolo[1,2-e][1,5]benzoxazocine-11-carboxylate was dissolved in DCM and treated with TFA. The solution was stirred for 2 h at RT. The solvents were removed in vacuo to leave the product as pale yellow foam. (ES+) m/z 545 (M+H)+.